This data is from the Open Reaction Database (ORD), a public repository of structured organic reaction records. The task is: describe an organic reaction: reactants, conditions, products, and yield Reactants: FC1=C(C=CC(=C1F)OCC)C1CCC(CC1)=CCC1OCCCO1 (2-(2-(4-(2,3-difluoro-4-ethoxyphenyl)cyclohexylidene)-ethyl)-1,3-dioxane). Reagents/catalysts: [Pd] (palladium/carbon). The solvent is mixed solvent, C1(=CC=CC=C1)C.C(C)O (toluene ethanol). Reaction conditions: time 7 hour. The product is FC1=C(C=CC(=C1F)OCC)[C@@H]1CC[C@H](CC1)CCC1OCCCO1 (2-(2-(trans-4-(2,3-difluoro-4-ethoxyphenyl)-cyclohexyl)-ethyl)-1,3-dioxane). Yield: 100.0%. Reaction SMILES: [F:1][C:2]1[C:7]([F:8])=[C:6]([O:9][CH2:10][CH3:11])[CH:5]=[CH:4][C:3]=1[CH:12]1[CH2:17][CH2:16][C:15](=[CH:18][CH2:19][CH:20]2[O:25][CH2:24][CH2:23][CH2:22][O:21]2)[CH2:14][CH2:13]1>C1(C)C=CC=CC=1.C(O)C.[Pd]>[F:1][C:2]1[C:7]([F:8])=[C:6]([O:9][CH2:10][CH3:11])[CH:5]=[CH:4][C:3]=1[C@H:12]1[CH2:13][CH2:14][C@H:15]([CH2:18][CH2:19][CH:20]2[O:21][CH2:22][CH2:23][CH2:24][O:25]2)[CH2:16][CH2:17]1 |f:1.2|. Reported procedure: The 2-(2-(4-(2,3-difluoro-4-ethoxyphenyl)cyclohexylidene)-ethyl)-1,3-dioxane (36.9 mmol) obtained by the reaction of Step 3 was dissolved in 100 ml of a mixed solvent of toluene/ethanol (1/1), 4.0 g of 5-wt %-palladium/carbon catalyst was added, and the solution was stirred for 7 hours at room temperature under a hydrogen pressure of 1–2 kg/cm2. After the catalyst was filtered off, the solvent was distilled off from the filtrate under reduced pressure, the residue was subjected to silica gel col... Starting materials: OC=1C(=C(C(=O)O)C=C(C1)O)C (3,5-dihydroxy-2-methylbenzoic acid), S(O)(O)(=O)=O (sulfuric acid), CO (methanol), [OH-].[Na+] (sodium hydroxide). Yields the product OC=1C(=C(C(=O)OC)C=C(C1)O)C (methyl 3,5-dihydroxy-2-methylbenzoate). As a reaction SMILES: [OH:1][C:2]1[C:3]([CH3:12])=[C:4]([CH:8]=[C:9]([OH:11])[CH:10]=1)[C:5]([OH:7])=[O:6].S(=O)(=O)(O)O.[OH-].[Na+].[CH3:20]O>>[OH:1][C:2]1[C:3]([CH3:12])=[C:4]([CH:8]=[C:9]([OH:11])[CH:10]=1)[C:5]([O:7][CH3:20])=[O:6] |f:2.3|. Reported procedure: To 168.2 g of 3,5-dihydroxy-2-methylbenzoic acid in 0.6 l of methanol were added 10 ml of 98% sulfuric acid, and the mixture was heated at reflux for 18 hours. The solution was cooled to room temperature and neutralized by the addition of about 30 ml of 28% sodium hydroxide solution. The solvent was evaporated in vacuo, and the residue was taken up in 0.7 l of ethyl acetate. The solution was washed successively with saturated sodium carbonate solution and brine, dried over sodium sulfate, and th... The reactants are C(C)(=O)C=1C(=C(C(=CC1)OC)N)F (3-acetyl-2-fluoro-6-methoxyphenyl-amine), CC(=O)C1=C(C=C(C=C1)OC)F (2-Fluoro-4-methoxyacetophenone), C(CO)O (ethylene glycol), C1(=CC=C(C=C1)S(=O)(=O)O)C (p-toluensulfonic acid). Solvent: C1(=CC=CC=C1)C (toluene). Product: FC1=C(C=CC(=C1)OC)C1(OCCO1)C (2-(2-fluoro-4-methoxyphenyl)-2-methyl-1,3-dioxolane). RXN SMILES: [C:1]([C:4]1[C:5]([F:13])=[C:6](N)[C:7]([O:10][CH3:11])=[CH:8][CH:9]=1)(=[O:3])[CH3:2].[CH3:14][C:15](C1C=CC(OC)=CC=1F)=[O:16].C(O)CO.C1(C)C=CC(S(O)(=O)=O)=CC=1>C1(C)C=CC=CC=1>[F:13][C:5]1[CH:6]=[C:7]([O:10][CH3:11])[CH:8]=[CH:9][C:4]=1[C:1]1([CH3:2])[O:16][CH2:15][CH2:14][O:3]1. Procedure: Starting material 3-acetyl-2-fluoro-6-methoxyphenyl-amine, was prepared in following manner: A mixture of 2-Fluoro-4-methoxyacetophenone (5 g)(Fluorochem), ethylene glycol (4 ml), and p-toluensulfonic acid (50 mg) in toluene was refluxed 10 hours to give 5.7 g of 2-(2-fluoro-4-methoxyphenyl)-2-methyl-1,3-dioxolane. This was converted to 2-fluoro-6-methoxy-3-(2-methyl-1,3-dioxol-2-yl)-benzaldehyde according to Example 362 of WO 93/03022. This compound was converted to 2-fluoro-6-methoxy-3-(2-meth... Starting materials: BrC1=CC=2C(C3=CC(=CC=C3OC2C=C1)I)(O)C=C (2-bromo-7-iodo-9-vinyl-9H-xanthen-9-ol), NC(=S)N (thiourea), C(=O)(C(F)(F)F)O (TFA). Run in C(C)(=O)O (acetic acid). Run at time 8 hour. Product: BrC1=CC=2C3(C4=CC(=CC=C4OC2C=C1)I)N=C(SCC3)N (2′-bromo-7′-iodo-5,6-dihydrospiro[[1,3]thiazine-4,9′-xanthen]-2-amine). Isolated yield 63.7%. Reaction SMILES: [Br:1][C:2]1[CH:15]=[CH:14][C:13]2[O:12][C:11]3[C:6](=[CH:7][C:8]([I:16])=[CH:9][CH:10]=3)[C:5]([CH:18]=[CH2:19])(O)[C:4]=2[CH:3]=1.[NH2:20][C:21]([NH2:23])=[S:22].C(O)(C(F)(F)F)=O>C(O)(=O)C>[Br:1][C:2]1[CH:15]=[CH:14][C:13]2[O:12][C:11]3[C:6](=[CH:7][C:8]([I:16])=[CH:9][CH:10]=3)[C:5]3([CH2:18][CH2:19][S:22][C:21]([NH2:23])=[N:20]3)[C:4]=2[CH:3]=1. Reported procedure: To a solution of 2-bromo-7-iodo-9-vinyl-9H-xanthen-9-ol (0.50 g, 1.16 mmol) and thiourea (0.18 g, 2.33 mmol) in acetic acid (2.00 mL) was added TFA (4.00 mL). The reaction mixture was stirred at RT overnight. The reaction mixture was concentrated under reduced pressure and extracted with EtOAc, followed by a solvent mixture of CHCl3: i-PrOH (3:1). The combined organic layers were dried over Na2SO4 and concentrated in vacuo. The residue was purified by chromatography (10%-100% EtOAc/hexane) to pr... Starting materials: CN(C)C(=O)Cl, CCc1ccccc1-c1ccc[n+]([O-])c1, Cc1ccccc1. Yields the product CCc1ccccc1-c1ccc[n+](C(=O)N(C)C)c1, [Cl-]. RXN SMILES: [CH3:16][N:17]([C:18](=[O:19])[Cl:20])[CH3:21].[CH3:1][CH2:2][c:3]1[c:4](-[c:9]2[cH:10][n+:11]([O-:15])[cH:12][cH:13][cH:14]2)[cH:5][cH:6][cH:7][cH:8]1.[CH3:22][c:23]1[cH:24][cH:25][cH:26][cH:27][cH:28]1>>[CH3:1][CH2:2][c:3]1[c:4](-[c:9]2[cH:10][n+:11]([C:18]([N:17]([CH3:16])[CH3:21])=[O:19])[cH:12][cH:13][cH:14]2)[cH:5][cH:6][cH:7][cH:8]1.[Cl-:20]. Starting materials: CN1C(NC(C1)=O)=NC(O)=O (tetrahydro-1-methyl-4-oxo-1H-imidazol-2-ylidene carbamic acid), NC1=NC=CC=C1C (2-amino-3-methyl-pyridine). Solvent: CN(C)C=O (DMF). Yields the product CC=1C(=NC=CC1)NC(=O)N=C1N(CC(N1)=O)C (1-(3-Methyl-2-pyridinyl)-3-(tetrahydro-1-methyl-4-oxo-1H-imidazol-2-ylidene) urea). Isolated yield 2.6%. Reaction SMILES: [CH3:1][N:2]1[CH2:6][C:5](=[O:7])[NH:4][C:3]1=[N:8][C:9](=[O:11])O.[NH2:12][C:13]1[C:18]([CH3:19])=[CH:17][CH:16]=[CH:15][N:14]=1>CN(C=O)C>[CH3:19][C:18]1[C:13]([NH:12][C:9]([N:8]=[C:3]2[NH:4][C:5](=[O:7])[CH2:6][N:2]2[CH3:1])=[O:11])=[N:14][CH:15]=[CH:16][CH:17]=1. Procedure: A mixture of 5.0 g (21.4 mM) of the phenyl carbamate 8 and 1.2 g (10.7 mM) of 2-amino-3-methyl-pyridine in 25 ml of anhydrous DMF was heated at 55° for 3 hrs. and then cooled. The solid was collected via filtration and washed successively with cold DMF, ethyl acetate and ether. Recrystallization from ethanol and a final wash with water gave 0.07 g of the above urea as a pale yellow solid, m.p. 219°-221° C. (dec.). Starting materials: N(N)C1=CC2=C(N=N1)CCN(C2)C(C2=CC=C(C=C2)C2=CC=CC=C2)=O (3-hydrazino-6-(p-phenylbenzoyl)-5,6,7,8-tetrahydropyrido[4,3-c]pyridazine). Solvent: CC(=O)CC (methylethyl ketone). Yields the product C(CCC)=NNC1=CC2=C(N=N1)CCN(C2)C(C2=CC=C(C=C2)C2=CC=CC=C2)=O (3-(2-Butylidenehydrazino)-6-(p-phenylbenzoyl)-5,6,7,8-tetrahydropyrido[4,3-c]pyridazine). As a reaction SMILES: [NH:1]([C:3]1[N:8]=[N:7][C:6]2[CH2:9][CH2:10][N:11]([C:13](=[O:26])[C:14]3[CH:19]=[CH:18][C:17]([C:20]4[CH:25]=[CH:24][CH:23]=[CH:22][CH:21]=4)=[CH:16][CH:15]=3)[CH2:12][C:5]=2[CH:4]=1)[NH2:2]>CC(CC)=O>[CH:3](=[N:2][NH:1][C:3]1[N:8]=[N:7][C:6]2[CH2:9][CH2:10][N:11]([C:13](=[O:26])[C:14]3[CH:19]=[CH:18][C:17]([C:20]4[CH:21]=[CH:22][CH:23]=[CH:24][CH:25]=4)=[CH:16][CH:15]=3)[CH2:12][C:5]=2[CH:4]=1)[CH2:4][CH2:5][CH3:6]. Procedure details: 0.5 g of 3-hydrazino-6-(p-phenylbenzoyl)-5,6,7,8-tetrahydropyrido[4,3-c]pyridazine are heated in 5 cc of methylethyl ketone on a water bath for 1 hour. The title compound has a M.P. of 260°-262° (decomp., from methylethyl ketone). Reactants: ClCCl, OCCC1(O)CC1, Cc1ccc(S(=O)(=O)Cl)cc1, c1ccncc1. Product: Cc1ccc(S(=O)(=O)OCCC2(O)CC2)cc1. As a reaction SMILES: [Cl:25][CH2:26][Cl:27].[OH:1][CH2:2][CH2:3][C:4]1([OH:7])[CH2:5][CH2:6]1.[c:14]1([CH3:24])[cH:15][cH:16][c:17]([S:20](=[O:21])(=[O:22])[Cl:23])[cH:18][cH:19]1.[cH:8]1[cH:9][cH:10][n:11][cH:12][cH:13]1>>[O:1]([CH2:2][CH2:3][C:4]1([OH:7])[CH2:5][CH2:6]1)[S:20]([c:17]1[cH:16][cH:15][c:14]([CH3:24])[cH:19][cH:18]1)(=[O:21])=[O:22]. Reactants: COC(C1=C(N=C(C=C1)CN)NC1=C(C=C(C=C1)[Si](C)(C)C)F)=O (6-aminomethyl-2-(2-fluoro-4-trimethylsilanyl-phenylamino)-nicotinic acid methyl ester), C(=O)O (formic acid). The solvent is C(C)(=O)OC(C)=O (acetic anhydride). Yields the product COC(C1=C(N=C(C=C1)CNC=O)NC1=C(C=C(C=C1)[Si](C)(C)C)F)=O (2-(2-Fluoro-4-trimethylsilanyl-phenylamino)-6-formylaminomethyl-nicotinic acid methyl ester). The yield is 89.0%. Reaction SMILES: [CH3:1][O:2][C:3](=[O:24])[C:4]1[CH:9]=[CH:8][C:7]([CH2:10][NH2:11])=[N:6][C:5]=1[NH:12][C:13]1[CH:18]=[CH:17][C:16]([Si:19]([CH3:22])([CH3:21])[CH3:20])=[CH:15][C:14]=1[F:23].[CH:25](O)=[O:26]>C(OC(=O)C)(=O)C>[CH3:1][O:2][C:3](=[O:24])[C:4]1[CH:9]=[CH:8][C:7]([CH2:10][NH:11][CH:25]=[O:26])=[N:6][C:5]=1[NH:12][C:13]1[CH:18]=[CH:17][C:16]([Si:19]([CH3:20])([CH3:22])[CH3:21])=[CH:15][C:14]=1[F:23]. Procedure details: A solution of 6-aminomethyl-2-(2-fluoro-4-trimethylsilanyl-phenylamino)-nicotinic acid methyl ester (13.2 g, 38.2 mmol) in formic acid (200 mL) and acetic anhydride (40 mL) was stirred at ambient temperature for 1 hour. The reaction mixture was concentrated in vacuo and the residue azeotroped with toluene. The resultant residue was dissolved in dichloromethane and washed with a saturated aqueous solution of sodium hydrogen carbonate, followed by brine. The organic phase was isolated, dried (Na2S...